From a dataset of the Open Reaction Database (ORD), a public repository of structured organic reaction records. describe an organic reaction: reactants, conditions, products, and yield The reactants are C1(=CC=CC=C1)C(N1C=NC(=C1)CCCO)(C1=CC=CC=C1)C1=CC=CC=C1 (3-[1-(triphenylmethyl)-1H-imidazole-4-yl]propanol), C1(=CC=CC=C1)P(C1=CC=CC=C1)C1=CC=CC=C1 (triphenylphosphine), P(=O)(C1=CC=CC=C1)(C1=CC=CC=C1)C1=CC=CC=C1 (Ph3PO), OC=1C=C2CCCC(C2=CC1)=O (6-hydroxy tetralone), CCOC(=O)/N=N/C(=O)OCC (diethylazodicarboxylate). Solvent: hexanes, CCOC(=O)C (EtOAc), C1CCOC1 (THF). The product is C(C1=CC=CC=C1)(C1=CC=CC=C1)(C1=CC=CC=C1)N1C=NC(=C1)CCCOC=1C=C2CCCC(C2=CC1)=O (6-[3-(1-Trityl-1H-imidazole-4-yl)-propoxy]-3,4-dihydro-2H-naphthalen-1-one). RXN SMILES: [C:1]1([C:7]([C:23]2[CH:28]=[CH:27][CH:26]=[CH:25][CH:24]=2)([C:17]2[CH:22]=[CH:21][CH:20]=[CH:19][CH:18]=2)[N:8]2[CH:12]=[C:11]([CH2:13][CH2:14][CH2:15][OH:16])[N:10]=[CH:9]2)[CH:6]=[CH:5][CH:4]=[CH:3][CH:2]=1.O[C:30]1[CH:31]=[C:32]2[C:37](=[CH:38][CH:39]=1)[C:36](=[O:40])[CH2:35][CH2:34][CH2:33]2.CCOC(/N=N/C(OCC)=O)=O.C1(P(C2C=CC=CC=2)C2C=CC=CC=2)C=CC=CC=1.P(C1C=CC=CC=1)(C1C=CC=CC=1)(C1C=CC=CC=1)=O>C1COCC1.CCOC(C)=O>[C:7]([N:8]1[CH:12]=[C:11]([CH2:13][CH2:14][CH2:15][O:16][C:30]2[CH:31]=[C:32]3[C:37](=[CH:38][CH:39]=2)[C:36](=[O:40])[CH2:35][CH2:34][CH2:33]3)[N:10]=[CH:9]1)([C:1]1[CH:6]=[CH:5][CH:4]=[CH:3][CH:2]=1)([C:17]1[CH:18]=[CH:19][CH:20]=[CH:21][CH:22]=1)[C:23]1[CH:28]=[CH:27][CH:26]=[CH:25][CH:24]=1. Procedure details: According to the method of Example 32, Step 1, 3-[1-(triphenylmethyl)-1H-imidazole-4-yl]propanol (see for example, J. Med. Chem., 1996;39: 1220-1226) (2.58 g, 7 mmol) was coupled to 6-hydroxy tetralone (1.30 g, 7 mmol) with diethylazodicarboxylate (1.26 mL, 8 mmol) and triphenylphosphine (2.10 g, 8 mmol) in 10 mL of dry THF to afford, after chromatography (SiO2, 50% EtOAc in hexanes), 2.73 g of a 1:1 mixture of the title compound and Ph3PO as determined by HPLC analysis (C18, 0.1% TFA in H2O:0.1... The reactants are ClCCl, CC(C)(C)OC(=O)N1CC(O)(c2ccc(F)c(F)c2)C1, O=C(O)C(F)(F)F. Yields the product OC1(c2ccc(F)c(F)c2)CNC1. RXN SMILES: [Cl:28][CH2:29][Cl:30].[F:1][c:2]1[cH:3][c:4]([C:9]2([OH:20])[CH2:10][N:11]([C:13]([O:14][C:15]([CH3:16])([CH3:17])[CH3:18])=[O:19])[CH2:12]2)[cH:5][cH:6][c:7]1[F:8].[OH:21][C:22]([C:23]([F:24])([F:25])[F:26])=[O:27]>>[F:1][c:2]1[cH:3][c:4]([C:9]2([OH:20])[CH2:10][NH:11][CH2:12]2)[cH:5][cH:6][c:7]1[F:8]. Starting materials: S(=O)(Cl)Cl (Thionylchloride), OCC=1C=2N(C=CC1)C=C(N2)C(=O)OCC (Ethyl 8-(hydroxymethyl)imidazo[1,2-a]pyridine-2-carboxylate), KHCO3. The solvent is C(Cl)(Cl)Cl (CHCl3). Yields the product ClCC=1C=2N(C=CC1)C=C(N2)C(=O)OCC (Ethyl 8-(chloromethyl)imidazo[1,2-a]pyridine-2-carboxylate). The yield is 90.5%. RXN SMILES: O[CH2:2][C:3]1[C:4]2[N:5]([CH:9]=[C:10]([C:12]([O:14][CH2:15][CH3:16])=[O:13])[N:11]=2)[CH:6]=[CH:7][CH:8]=1.S(Cl)([Cl:19])=O>C(Cl)(Cl)Cl>[Cl:19][CH2:2][C:3]1[C:4]2[N:5]([CH:9]=[C:10]([C:12]([O:14][CH2:15][CH3:16])=[O:13])[N:11]=2)[CH:6]=[CH:7][CH:8]=1. Reported procedure: The product from Example 20 (5.0 g, 23 mmol) was dissolved in CHCl3 (50 mL) and placed in a 100 mL flask. Thionylchloride (2.97 g, 25 mmol) was added dropwise to the reaction. The reaction was heated to reflux for 1 h. After cooling the reaction to room temperature, aq KHCO3 was added to the solution, and product was extracted with CHCl3. The organic extracts were dried (MgSO4), treated with activated charcoal, filtered and stripped in vacuo to leave the title compound as a tan solid (4.97 g, 91... Starting materials: CCCCCCC(C)Oc1ccc(Br)cc1F, [Li]CCCC, C1CCOC1, Cl, O=C=O. Reaction SMILES: [Br:6][c:7]1[cH:8][c:9]([F:22])[c:10]([O:13][CH:14]([CH2:15][CH2:16][CH2:17][CH2:18][CH2:19][CH3:20])[CH3:21])[cH:11][cH:12]1.[CH2:1]([Li:2])[CH2:3][CH2:4][CH3:5].[CH2:27]1[O:28][CH2:29][CH2:30][CH2:31]1.[ClH:26].[O:23]=[C:24]=[O:25]>>[c:7]1([C:24](=[O:23])[OH:25])[cH:8][c:9]([F:22])[c:10]([O:13][CH:14]([CH2:15][CH2:16][CH2:17][CH2:18][CH2:19][CH3:20])[CH3:21])[cH:11][cH:12]1. Yields the product CCCCCCC(C)Oc1ccc(C(=O)O)cc1F.